This data is from the Open Reaction Database (ORD), a public repository of structured organic reaction records. The task is: describe an organic reaction: reactants, conditions, products, and yield RXN SMILES: [Cl:1][C:2]1[CH:7]=[CH:6][C:5]([C:8]2[CH:13]=[C:12]([CH:14]3[CH2:16][CH2:15]3)[N:11]3[N:17]=[CH:18][C:19]([C:20]([OH:22])=O)=[C:10]3[N:9]=2)=[CH:4][CH:3]=1.O[NH:24][C:25](=[NH:36])[C:26]1[CH:31]=[CH:30][C:29]([S:32](=[O:35])(=[O:34])[NH2:33])=[CH:28][CH:27]=1>>[Cl:1][C:2]1[CH:3]=[CH:4][C:5]([C:8]2[CH:13]=[C:12]([CH:14]3[CH2:16][CH2:15]3)[N:11]3[N:17]=[CH:18][C:19]([C:20]4[O:22][N:36]=[C:25]([C:26]5[CH:27]=[CH:28][C:29]([S:32]([NH2:33])(=[O:34])=[O:35])=[CH:30][CH:31]=5)[N:24]=4)=[C:10]3[N:9]=2)=[CH:6][CH:7]=1. Reported procedure: The title compound was prepared from 5-(4-chloro-phenyl)-7-cyclopropyl-pyrazolo[1,5-a]pyrimidine-3-carboxylic acid (example C.28) (157 mg, 0.5 mmol) and N-hydroxy-4-sulfamoyl-benzamidine [CAS-No. 4476-10-2] (161 mg, 0.75 mmol) according to general procedure II. Obtained after purification by column chromatography (dichloromethane/MeOH/NH4OH) and crystallization (dichloromethane) as a light yellow solid (60 mg, 24%). MS (EI) 492.1 [(M)+]; mp 260° C. Reactants: ClC1=CC=C(C=C1)C1=NC=2N(C(=C1)C1CC1)N=CC2C(=O)O (5-(4-chloro-phenyl)-7-cyclopropyl-pyrazolo[1,5-a]pyrimidine-3-carboxylic acid), ONC(C1=CC=C(C=C1)S(N)(=O)=O)=N (N-hydroxy-4-sulfamoyl-benzamidine). Yields the product ClC1=CC=C(C=C1)C1=NC=2N(C(=C1)C1CC1)N=CC2C2=NC(=NO2)C2=CC=C(C=C2)S(=O)(=O)N (4-{5-[5-(4-Chloro-phenyl)-7-cyclopropyl-pyrazolo[1,5-a]pyrimidin-3-yl]-[1,2,4]oxadiazol-3-yl}-benzenesulfonamide).